This data is from the Open Reaction Database (ORD), a public repository of structured organic reaction records. The task is: describe an organic reaction: reactants, conditions, products, and yield The reactants are [BH4-], C=CCC1(OCc2ccccc2)C(COCc2ccccc2)OC(n2cc(C)c(=O)[nH]c2=O)C1O, C1CCOC1, CC(C)(C)O, [O-][I+3]([O-])([O-])[O-], [Na+], [Na+], O, O=[Os](=O)(=O)=O. The product is Cc1cn(C2OC(COCc3ccccc3)C(CCO)(OCc3ccccc3)C2O)c(=O)[nH]c1=O. As a reaction SMILES: [BH4-:47].[CH2:1]([CH:2]=[CH2:3])[C:4]1([O:28][CH2:29][c:30]2[cH:31][cH:32][cH:33][cH:34][cH:35]2)[CH:5]([OH:27])[CH:6]([n:18]2[c:19](=[O:20])[nH:21][c:22](=[O:23])[c:24]([CH3:25])[cH:26]2)[O:7][CH:8]1[CH2:9][O:10][CH2:11][c:12]1[cH:13][cH:14][cH:15][cH:16][cH:17]1.[CH2:49]1[O:50][CH2:51][CH2:52][CH2:53]1.[CH3:42][C:43]([OH:44])([CH3:45])[CH3:46].[I+3:36]([O-:37])([O-:38])([O-:39])[O-:40].[Na+:41].[Na+:48].[OH2:54].[Os:55](=[O:56])(=[O:57])(=[O:58])=[O:59]>>[CH2:1]([CH2:2][OH:37])[C:4]1([O:28][CH2:29][c:30]2[cH:31][cH:32][cH:33][cH:34][cH:35]2)[CH:5]([OH:27])[CH:6]([n:18]2[c:19](=[O:20])[nH:21][c:22](=[O:23])[c:24]([CH3:25])[cH:26]2)[O:7][CH:8]1[CH2:9][O:10][CH2:11][c:12]1[cH:13][cH:14][cH:15][cH:16][cH:17]1. The reactants are [BH4-], COCCOCCOC, C=CCCCC(O)c1ccc(-c2ccc(Cl)cc2Cl)cc1, [K+], [K+], [Na+], [Na+], O=C([O-])[O-], [OH-], O, OO. The product is OCCCCCC(O)c1ccc(-c2ccc(Cl)cc2Cl)cc1. RXN SMILES: [BH4-:32].[CH3:34][O:35][CH2:36][CH2:37][O:38][CH2:39][CH2:40][O:41][CH3:42].[Cl:1][c:2]1[c:3](-[c:9]2[cH:10][cH:11][c:12]([CH:15]([CH2:16][CH2:17][CH2:18][CH:19]=[CH2:20])[OH:21])[cH:13][cH:14]2)[cH:4][cH:5][c:6]([Cl:8])[cH:7]1.[K+:26].[K+:27].[Na+:23].[Na+:33].[O-:28][C:29]([O-:30])=[O:31].[OH-:22].[OH2:43].[OH:24][OH:25]>>[Cl:1][c:2]1[c:3](-[c:9]2[cH:10][cH:11][c:12]([CH:15]([CH2:16][CH2:17][CH2:18][CH2:19][CH2:20][OH:28])[OH:21])[cH:13][cH:14]2)[cH:4][cH:5][c:6]([Cl:8])[cH:7]1. Solvent: C(Cl)Cl (DCM). Reported procedure: (CF3SO2)2O (1.0 mL) was slowly added to a −10° C. solution of tert-butyl (3-(2-((2S,5R)-6-(benzyloxy)-7-oxo-1,6-diazabicyclo[3.2.1]octane-2-carbonyl)hydrazinyl)-3-oxopropyl)carbamate (1.0 g, 2.17 mmol) and pyridine (1.0 mL) in dry DCM (10 mL). The reaction mixture was allowed to warm to rt and then was stirred at rt for 1 h. Then saturated NaHCO3 was added at 0° C. very slowly. The organic layer was separated and the aqueous layer was exacted with EtOAc (3×). The combined organic layer was dried... RXN SMILES: O(S(C(F)(F)F)(=O)=O)S(C(F)(F)F)(=O)=O.[CH2:16]([O:23][N:24]1[C:30](=[O:31])[N:29]2[CH2:32][C@H:25]1[CH2:26][CH2:27][C@H:28]2[C:33]([NH:35][NH:36][C:37](=O)[CH2:38][CH2:39][NH:40][C:41](=[O:47])[O:42][C:43]([CH3:46])([CH3:45])[CH3:44])=[O:34])[C:17]1[CH:22]=[CH:21][CH:20]=[CH:19][CH:18]=1.N1C=CC=CC=1.C([O-])(O)=O.[Na+]>C(Cl)Cl>[CH2:16]([O:23][N:24]1[C:30](=[O:31])[N:29]2[CH2:32][C@H:25]1[CH2:26][CH2:27][C@H:28]2[C:33]1[O:34][C:37]([CH2:38][CH2:39][NH:40][C:41](=[O:47])[O:42][C:43]([CH3:46])([CH3:44])[CH3:45])=[N:36][N:35]=1)[C:17]1[CH:22]=[CH:21][CH:20]=[CH:19][CH:18]=1 |f:3.4|. Product: C(C1=CC=CC=C1)ON1[C@@H]2CC[C@H](N(C1=O)C2)C2=NN=C(O2)CCNC(OC(C)(C)C)=O (tert-butyl (2-(5-((2S,5R)-6-(benzyloxy)-7-oxo-1,6-diazabicyclo[3.2.1]octan-2-yl)-1,3,4-oxadiazol-2-yl)ethyl)carbamate). Isolated yield 41.6%. The reactants are C(=O)(O)[O-].[Na+] (NaHCO3), O(S(=O)(=O)C(F)(F)F)S(=O)(=O)C(F)(F)F ((CF3SO2)2O), C(C1=CC=CC=C1)ON1[C@@H]2CC[C@H](N(C1=O)C2)C(=O)NNC(CCNC(OC(C)(C)C)=O)=O (tert-butyl (3-(2-((2S,5R)-6-(benzyloxy)-7-oxo-1,6-diazabicyclo[3.2.1]octane-2-carbonyl)hydrazinyl)-3-oxopropyl)carbamate), N1=CC=CC=C1 (pyridine). Conditions: time 1 hour. Reactants: C1(=CC=CC2=CC=CC=C12)C=CC(=O)Cl (3-(1-naphthalenyl)-2-propenoyl chloride), C1(=CC=CC=C1)P(C1=CC=CC=C1)C1=CC=CC=C1 (triphenyl phosphine), bis(triphenylphosphine)tetrahydroboratocopper. Run in CC(=O)C (acetone). Yields the product C1(=CC=CC2=CC=CC=C12)C=CC=O (3-(1-naphthalenyl)-2-propenal). The yield is 75.9%. Reaction SMILES: [C:1]1([CH:11]=[CH:12][C:13](Cl)=[O:14])[C:10]2[C:5](=[CH:6][CH:7]=[CH:8][CH:9]=2)[CH:4]=[CH:3][CH:2]=1.C1(P(C2C=CC=CC=2)C2C=CC=CC=2)C=CC=CC=1>CC(C)=O>[C:1]1([CH:11]=[CH:12][CH:13]=[O:14])[C:10]2[C:5](=[CH:6][CH:7]=[CH:8][CH:9]=2)[CH:4]=[CH:3][CH:2]=1. Procedure: To a stirred solution of 3-(1-naphthalenyl)-2-propenoyl chloride (2.5 g, 0.012 mol) and 6.03 g (0.023 mol) of triphenyl phosphine in 50 ml of acetone was added 7.65 g (0.013 mol) of bis(triphenylphosphine)tetrahydroboratocopper in one portion. After an hour the solution was filtered and the filtrate was evaporated to dryness. The residue was dissolved in 20 ml of chloroform and treated with 6 g of cuprous chloride, allowed to stir for an hour and filtered. The solvent was evaporated to dryness t... Reactants: [OH-].[Na+] (sodium hydroxide), N1=CNC(=C1)CNC1=CC=C(C=C1)OC(F)(F)F ((3H-imidazol-4-ylmethyl)-(4-trifluoromethoxy-phenyl)-amine), COC(=C)C (2-methoxypropene), FC(C(=O)O)(F)F (trifluoroacetic acid), C(C)(=O)O[BH-](OC(C)=O)OC(C)=O.[Na+] (sodium triacetoxyborohydride). Run in ClCCCl (1,2-dichloroethane). Conditions: temperature 60 celsius, time 8 hour. The product is N1=CNC(=C1)CN(C1=CC=C(C=C1)OC(F)(F)F)C(C)C ((3H-Imidazol-4-ylmethyl)-isopropyl-(4-trifluoromethoxy-phenyl)-amine). Isolated yield 53.5%. RXN SMILES: [N:1]1[CH:5]=[C:4]([CH2:6][NH:7][C:8]2[CH:13]=[CH:12][C:11]([O:14][C:15]([F:18])([F:17])[F:16])=[CH:10][CH:9]=2)[NH:3][CH:2]=1.CO[C:21]([CH3:23])=[CH2:22].FC(F)(F)C(O)=O.C(O[BH-](OC(=O)C)OC(=O)C)(=O)C.[Na+].[OH-].[Na+]>ClCCCl>[N:1]1[CH:5]=[C:4]([CH2:6][N:7]([CH:21]([CH3:23])[CH3:22])[C:8]2[CH:9]=[CH:10][C:11]([O:14][C:15]([F:16])([F:17])[F:18])=[CH:12][CH:13]=2)[NH:3][CH:2]=1 |f:3.4,5.6|. Procedure: To a solution of (3H-imidazol-4-ylmethyl)-(4-trifluoromethoxy-phenyl)-amine (0.39 g, 1.5 mmol) in 1,2-dichloroethane (5 ml) were added successively 2-methoxypropene (0.16 g, 2.25 mmol), trifluoroacetic acid (0.26 g, 2.25 mmol) and sodium triacetoxyborohydride (0.48 g, 2.25 mmol). After stirring the mixture overnight at 60° C. 1 M sodium hydroxide solution (5 ml) was added and the mixture was extracted with dichloromethane. The organic layer was washed with brine, dried over magnesium sulfate and... Reactants: CS(C)=O, Cn1ncc(NC(=O)c2nc(-c3c(F)cccc3F)sc2NC(=O)OC(C)(C)C)c1N1CCCCCC1. The product is Cn1ncc(NC(=O)c2nc(-c3c(F)cccc3F)sc2N)c1N1CCCCCC1. As a reaction SMILES: [CH3:38][S:39]([CH3:40])=[O:41].[N:1]1([c:8]2[c:9]([NH:14][C:15](=[O:16])[c:17]3[n:18][c:19](-[c:30]4[c:31]([F:37])[cH:32][cH:33][cH:34][c:35]4[F:36])[s:20][c:21]3[NH:22][C:23](=[O:24])[O:25][C:26]([CH3:27])([CH3:28])[CH3:29])[cH:10][n:11][n:12]2[CH3:13])[CH2:2][CH2:3][CH2:4][CH2:5][CH2:6][CH2:7]1>>[N:1]1([c:8]2[c:9]([NH:14][C:15](=[O:16])[c:17]3[n:18][c:19](-[c:30]4[c:31]([F:37])[cH:32][cH:33][cH:34][c:35]4[F:36])[s:20][c:21]3[NH2:22])[cH:10][n:11][n:12]2[CH3:13])[CH2:2][CH2:3][CH2:4][CH2:5][CH2:6][CH2:7]1.